Dataset: the Open Reaction Database (ORD), a public repository of structured organic reaction records. Task: describe an organic reaction: reactants, conditions, products, and yield Starting materials: O=C([O-])O, CC(C)(C)OC(=O)NC1CCC(OC=O)C1, CO, CCOC(C)=O, [K+], O. Product: CC(C)(C)OC(=O)NC1CCC(O)C1. As a reaction SMILES: [C:17](=[O:18])([O-:19])[OH:20].[CH3:1][C:2]([CH3:3])([CH3:4])[O:5][C:6]([NH:7][CH:8]1[CH2:9][CH:10]([O:13][CH:14]=[O:15])[CH2:11][CH2:12]1)=[O:16].[CH3:22][OH:23].[CH3:25][CH2:26][O:27][C:28](=[O:29])[CH3:30].[K+:21].[OH2:24]>>[CH3:1][C:2]([CH3:3])([CH3:4])[O:5][C:6]([NH:7][CH:8]1[CH2:9][CH:10]([OH:13])[CH2:11][CH2:12]1)=[O:16]. Starting materials: CC(C)(C)O, CCCCOc1cc(-c2ccc(OCc3c(C(C)C)cnn3-c3c(Cl)cccc3Cl)cc2C)ccc1C=O, CC=C(C)C, [O-][Cl+][O-], [Na+], O. Product: CCCCOc1cc(-c2ccc(OCc3c(C(C)C)cnn3-c3c(Cl)cccc3Cl)cc2C)ccc1C(=O)O. As a reaction SMILES: [C:43]([OH:44])([CH3:45])([CH3:46])[CH3:47].[CH2:1]([CH2:2][CH2:3][CH3:4])[O:5][c:6]1[cH:7][c:8](-[c:14]2[c:15]([CH3:38])[cH:16][c:17]([O:20][CH2:21][c:22]3[n:23](-[c:30]4[c:31]([Cl:37])[cH:32][cH:33][cH:34][c:35]4[Cl:36])[n:24][cH:25][c:26]3[CH:27]([CH3:28])[CH3:29])[cH:18][cH:19]2)[cH:9][cH:10][c:11]1[CH:12]=[O:13].[CH3:48][C:49](=[CH:50][CH3:51])[CH3:52].[Cl+:39]([O-:40])[O-:41].[Na+:42].[OH2:53]>>[CH2:1]([CH2:2][CH2:3][CH3:4])[O:5][c:6]1[cH:7][c:8](-[c:14]2[c:15]([CH3:38])[cH:16][c:17]([O:20][CH2:21][c:22]3[n:23](-[c:30]4[c:31]([Cl:37])[cH:32][cH:33][cH:34][c:35]4[Cl:36])[n:24][cH:25][c:26]3[CH:27]([CH3:28])[CH3:29])[cH:18][cH:19]2)[cH:9][cH:10][c:11]1[C:12](=[O:13])[OH:40]. The reactants are [BH4-], O=Cc1ccc(Br)cc1Cl, CC(C)CCN, CO, [Na+]. The product is CC(C)CCNCc1ccc(Br)cc1Cl. RXN SMILES: [BH4-:17].[Br:1][c:2]1[cH:3][c:4]([Cl:10])[c:5]([CH:6]=[O:7])[cH:8][cH:9]1.[CH2:11]([CH2:12][CH:13]([CH3:14])[CH3:15])[NH2:16].[CH3:19][OH:20].[Na+:18]>>[Br:1][c:2]1[cH:3][c:4]([Cl:10])[c:5]([CH2:6][NH:16][CH2:11][CH2:12][CH:13]([CH3:14])[CH3:15])[cH:8][cH:9]1. Starting materials: CC(C)(C)[Si](C)(C)OCCn1ccc(NC(=O)C(CC2CCCC2)c2ccc(S(C)(=O)=O)c(C#N)c2)n1, CCO, CC#N, Cl. Yields the product CS(=O)(=O)c1ccc(C(CC2CCCC2)C(=O)Nc2ccn(CCO)n2)cc1C#N. RXN SMILES: [C:1]([Si:2]([CH3:3])([CH3:4])[O:6][CH2:7][CH2:8][n:9]1[n:10][c:11]([NH:14][C:15]([CH:16]([CH2:17][CH:18]2[CH2:19][CH2:20][CH2:21][CH2:22]2)[c:23]2[cH:24][c:25]([C:33]#[N:34])[c:26]([S:29](=[O:30])(=[O:31])[CH3:32])[cH:27][cH:28]2)=[O:35])[cH:12][cH:13]1)([CH3:5])([CH3:36])[CH3:37].[CH3:38][CH2:39][OH:40].[CH3:42][C:43]#[N:44].[ClH:41]>>[OH:6][CH2:7][CH2:8][n:9]1[n:10][c:11]([NH:14][C:15]([CH:16]([CH2:17][CH:18]2[CH2:19][CH2:20][CH2:21][CH2:22]2)[c:23]2[cH:24][c:25]([C:33]#[N:34])[c:26]([S:29](=[O:30])(=[O:31])[CH3:32])[cH:27][cH:28]2)=[O:35])[cH:12][cH:13]1. The reactants are C(C1=CC=CC=C1)ON1C=NC=2C=NC=3C=CC=CC3C21 (benzyloxy-1H-imidazo[4,5-c]quinoline), C(C1=CC=CC=C1)ON1C=NC=2C=NC=3C=CC=NC3C21 (benzyloxy-1H-imidazo[4,5-c][1,5]naphthyridine). Yields the product N1C(=NC=2C=NC=3C=CC=CC3C21)O (1H-imidazo[4,5-c]quinolinol), N1C(=NC=2C=NC=3C=CC=NC3C21)O (1H-imidazo[4,5-c][1,5]naphthyridinol). As a reaction SMILES: C([O:8][N:9]1[C:21]2[C:20]3[CH:19]=[CH:18][CH:17]=[CH:16][C:15]=3[N:14]=[CH:13][C:12]=2[N:11]=[CH:10]1)C1C=CC=CC=1.C([O:29][N:30]1[C:42]2[C:41]3[N:40]=[CH:39][CH:38]=[CH:37][C:36]=3[N:35]=[CH:34][C:33]=2[N:32]=[CH:31]1)C1C=CC=CC=1>>[NH:9]1[C:21]2[C:20]3[CH:19]=[CH:18][CH:17]=[CH:16][C:15]=3[N:14]=[CH:13][C:12]=2[N:11]=[C:10]1[OH:29].[NH:30]1[C:42]2[C:41]3[N:40]=[CH:39][CH:38]=[CH:37][C:36]=3[N:35]=[CH:34][C:33]=2[N:32]=[C:31]1[OH:8]. Reported procedure: In step (11) of Reaction Scheme IV, the benzyl group of a benzyloxy-1H-imidazo[4,5-c]quinoline or benzyloxy-1H-imidazo[4,5-c][1,5]naphthyridine of Formula XLV is cleaved to provide a 1H-imidazo[4,5-c]quinolinol or 1H-imidazo[4,5-c][1,5]naphthyridinol of Formula XLVI. The cleavage is conveniently carried out on a Parr apparatus under hydrogenolysis conditions using a suitable heterogeneous catalyst such as palladium on carbon in a solvent such as ethanol. Alternatively, the reaction can be carrie... The reactants are Cl.Cl.N[C@H]([C@@H](C(=O)NC1CC1)O)CC ((2S,3S)-3-amino-N-cyclopropyl-2-hydroxypentanamide dihydrochloride), N[C@H](CO)C(C)C ((S)-2-amino-3-methylbutan-1-ol). The product is Cl.Cl.N[C@H]([C@@H](C(=O)NC1CC1)O)C(C)C ((2S,3S)-3-Amino-N-cyclopropyl-2-hydroxy-4-methylpentanamide dihydrochloride). RXN SMILES: [ClH:1].Cl.[NH2:3][C@@H:4]([CH2:13][CH3:14])[C@H:5]([OH:12])[C:6]([NH:8][CH:9]1[CH2:11][CH2:10]1)=[O:7].N[C@@H:16](C(C)C)CO>>[ClH:1].[ClH:1].[NH2:3][C@@H:4]([CH:13]([CH3:16])[CH3:14])[C@H:5]([OH:12])[C:6]([NH:8][CH:9]1[CH2:10][CH2:11]1)=[O:7] |f:0.1.2,4.5.6|. Procedure: The title compound was prepared in analogy to (2S,3S)-3-amino-N-cyclopropyl-2-hydroxypentanamide dihydrochloride, Representative Procedure A, starting with (S)-2-amino-3-methylbutan-1-ol in the first step (A1). Starting materials: BrC1=C2C=3CCC(CC3NC2=C(C=C1)C(N)=O)C(=O)OCC (ethyl 5-bromo-8-carbamoyl-2,3,4,9-tetrahydro-1H-carbazole-2-carboxylate), BrC1=C2C=3CCC(CC3NC2=C(C=C1)C(N)=O)C(=O)OCC (ethyl 5-bromo-8-carbamoyl-2,3,4,9-tetrahydro-1H-carbazole-2-carboxylate), ClC=1C(C(=C(C(C1Cl)=O)C#N)C#N)=O (2,3-dichloro-5,6-dicyano-1,4-benzoquinone). Solvent: C1(=CC=CC=C1)C (toluene). Product: BrC1=C2C=3C=CC(=CC3NC2=C(C=C1)C(N)=O)C(=O)OCC (ethyl 5-bromo-8-carbamoyl-9H-carbazole-2-carboxylate). Yield: 83.4%. As a reaction SMILES: [Br:1][C:2]1[CH:14]=[CH:13][C:12]([C:15](=[O:17])[NH2:16])=[C:11]2[C:3]=1[C:4]1[CH2:5][CH2:6][CH:7]([C:18]([O:20][CH2:21][CH3:22])=[O:19])[CH2:8][C:9]=1[NH:10]2.ClC1C(=O)C(C#N)=C(C#N)C(=O)C=1Cl>C1(C)C=CC=CC=1>[Br:1][C:2]1[CH:14]=[CH:13][C:12]([C:15](=[O:17])[NH2:16])=[C:11]2[C:3]=1[C:4]1[CH:5]=[CH:6][C:7]([C:18]([O:20][CH2:21][CH3:22])=[O:19])=[CH:8][C:9]=1[NH:10]2. Procedure: A stirred suspension of ethyl 5-bromo-8-carbamoyl-2,3,4,9-tetrahydro-1H-carbazole-2-carboxylate (Intermediate 47-1, 9.31 g, 25.5 mmol) and 2,3-dichloro-5,6-dicyano-1,4-benzoquinone (12.73 g, 56.1 mmol) in toluene (127 mL) was heated at reflux for 3 h. The mixture was cooled to rt and the precipitate was collected by filtration, washed with toluene and water, and air dried. The solid was suspended in methanol and the precipitate was collected by filtration, washed with methanol and air dried to p... Reactants: C1C=CC2C1C3CC2C=C3 (Dicyclopentadiene), C(C)(=O)OCC=C (allyl acetate), C1(O)=CC=C(O)C=C1 (hydroquinone). Conditions: temperature 180 celsius, time 9 hour. Yields the product C(C)(=O)OCC1C2C=CC(C1)C2 (5-acetoxy methyl-2-norbornene). RXN SMILES: [CH2:1]1[CH:5]2[CH:6]3[CH:10]=[CH:9][CH:8]([CH:4]2C=C1)[CH2:7]3.[C:11]([O:14]CC=C)(=[O:13])[CH3:12].C1(C=CC(O)=CC=1)O>>[C:11]([O:14][CH2:1][CH:5]1[CH2:4][CH:8]2[CH2:7][CH:6]1[CH:10]=[CH:9]2)(=[O:13])[CH3:12]. Reported procedure: Dicyclopentadiene 1094 g (manufactured by Wako Pure Chemical Industries, Ltd.), 1772 g of allyl acetate (manufactured by Wako Pure Chemical Industries, Ltd.), 1 g of hydroquinone (manufactured by Wako Pure Chemical Industries, Ltd.) were placed into an autoclave, and a space was replaced by nitrogen. The mixture was stirred at an internal temperature of 180° C. in a sealed system for 9 hours (rotating speed=300 rpm). The reaction mixture was filtered, and volatile components were evaporated. The... Starting materials: Cl.ClC1=C(OC=2C=C(CN3C=NC=C3COC(C)=O)C=CC2C#N)C=CC=C1 (acetic acid 3-[3-(2-chloro-phenoxy)-4-cyano-benzyl]-3H-imidazol-4-ylmethyl ester hydrochloride), [OH-].[Na+] (NaOH). Run in C1CCOC1 (THF). Conditions: time 3.5 hour. Product: Cl.ClC1=C(OC2=C(C#N)C=CC(=C2)CN2C=NC=C2CO)C=CC=C1 (2-(2-Chloro-phenoxy)-4-(5-hydroxymethyl-imidazol-1-ylmethyl)-benzonitrile Hydrochloride), hydrochloride salt. As a reaction SMILES: Cl.[Cl:2][C:3]1[CH:28]=[CH:27][CH:26]=[CH:25][C:4]=1[O:5][C:6]1[CH:7]=[C:8]([CH:20]=[CH:21][C:22]=1[C:23]#[N:24])[CH2:9][N:10]1[C:14]([CH2:15][O:16]C(=O)C)=[CH:13][N:12]=[CH:11]1.[OH-].[Na+]>C1COCC1>[ClH:2].[Cl:2][C:3]1[CH:28]=[CH:27][CH:26]=[CH:25][C:4]=1[O:5][C:6]1[CH:7]=[C:8]([CH2:9][N:10]2[C:14]([CH2:15][OH:16])=[CH:13][N:12]=[CH:11]2)[CH:20]=[CH:21][C:22]=1[C:23]#[N:24] |f:0.1,2.3,5.6|. Procedure details: To a solution of acetic acid 3-[3-(2-chloro-phenoxy)-4-cyano-benzyl]-3H-imidazol-4-ylmethyl ester hydrochloride (as described in Example 14)(0.112 g, 0.268 mmol) in THF (2.0 mL) was added 1M NaOH (0.536 mL). After 3.5 hr. the reaction was partitioned between EtOAc and saturated NaHCO3 solution. The EtOAc layer was washed with H2O, brine, and dried (MgSO4). Filtration and concentration in vacuo gave the title compound after conversion to the hydrochloride salt.